This data is from the Open Reaction Database (ORD), a public repository of structured organic reaction records. The task is: describe an organic reaction: reactants, conditions, products, and yield The reactants are C[O-].[Na+] (Sodium methoxide), C(C)(=O)O[C@H]1[C@@H](O[C@@H]([C@H]1OC(C)=O)COC(C)=O)N1N=CC(=N1)C(N)=S (2-(2,3,5-Tri-O-acetyl-β -D-ribofuranosyl)-1,2,3-triazole-4-thiocarboxamide). The solvent is CO (methanol). Reaction conditions: time 4 hour. Yields the product [C@@H]1([C@H](O)[C@H](O)[C@H](O1)CO)N1N=CC(=N1)C(N)=S (2-β-D-Ribofuranosyl-1,2,3-triazole-4-thiocarboxamide). The yield is 90.6%. As a reaction SMILES: C[O-].[Na+].C([O:7][C@@H:8]1[C@H:12]([O:13]C(=O)C)[C@@H:11]([CH2:17][O:18]C(=O)C)[O:10][C@H:9]1[N:22]1[N:26]=[C:25]([C:27](=[S:29])[NH2:28])[CH:24]=[N:23]1)(=O)C>CO>[C@@H:9]1([N:22]2[N:26]=[C:25]([C:27](=[S:29])[NH2:28])[CH:24]=[N:23]2)[O:10][C@H:11]([CH2:17][OH:18])[C@@H:12]([OH:13])[C@H:8]1[OH:7] |f:0.1|. Reported procedure: Sodium methoxide in methanol (60 mg of sodium in 30 ml of methanol) was added to 1.0 g of 9 and the resulting solution was stirred at room temperature for 4 hr. After neutralization with Amberlite IRC 50, the solution was filtered, and the filtrate was evaporated to dryness. Methanol and silica gel (2.5 g) were added to the syrup, and the mixture was evaporated to dryness. The silica gel mixture was added to a dry-packed silica gel column (1 × 18 cm) and the column was eluted with chloroform (0.... The product is ClC=1C(=C(C(=NC1)OC)C=O)C (5-chloro-3-formyl-4-methyl-2-methoxypyridine). The reactants are Cl (hydrochloric acid), ClC=1C(=C(C(=NC1)OC)C#N)C (5-chloro-3-cyano-4-methyl-2-methoxypyridine), C1(=CC=CC=C1)C (toluene), [H-].C(C(C)C)[NH2+]CC(C)C (diisobutylammonium hydride), O (water). Procedure details: 2.47 g (13.5 mmol) of 5-chloro-3-cyano-4-methyl-2-methoxypyridine was dissolved in 50 ml of anhydrous dichloromethane, the solution was cooled to −78° C., and 20.3 ml (20.3 mmol) of a toluene solution of 1M diisobutylammonium hydride was dropwise added slowly. After stirring at −78° C. for two and a half hours, the temperature was gradually increased to room temperature, and stirring was carried out at the same temperature for three days. The obtained solution was cooled in an ice bath, and 30 m... Run in ClCCl (dichloromethane). Conditions: temperature -78 celsius, time 3 day. Reaction SMILES: [Cl:1][C:2]1[C:3]([CH3:12])=[C:4]([C:10]#N)[C:5]([O:8][CH3:9])=[N:6][CH:7]=1.C1(C)C=CC=CC=1.[H-].C([NH2+]CC(C)C)C(C)C.Cl.[OH2:31]>ClCCl>[Cl:1][C:2]1[C:3]([CH3:12])=[C:4]([CH:10]=[O:31])[C:5]([O:8][CH3:9])=[N:6][CH:7]=1 |f:2.3|. Reactants: P(=O)(OCC)(OCC)OCC (triethyl phosphate), O=P12OP3(=O)OP(=O)(O1)OP(=O)(O2)O3 (phosphorous pentoxide), C1(CC(CCC1)=O)=O (Cyclohexane-1,3-dione), FC1=C(C=C(C=C1)NC(=O)N)C(F)(F)F (1-(4-fluoro-3-(trifluoromethyl)phenyl)urea), C(=O)C1=CC=C(C#N)C=C1 (4-formylbenzonitrile). Solvent: COC(C)(C)C (tert-butyl methyl ether). Conditions: temperature 50 celsius. Yields the product C(#N)C1=CC=C(C=C1)C(NC(=O)NC1=CC(=C(C=C1)F)C(F)(F)F)C1=C(CCCC1=O)O (1-((4-Cyanophenyl)(2-hydroxy-6-oxocyclohex-1-enyl)methyl)-3-(4-fluoro-3-(trifluoromethyl)phenyl)urea). RXN SMILES: P(OCC)(OCC)(OCC)=O.O=P12OP3(OP(OP(O3)(O1)=O)(=O)O2)=O.[C:26]1(=[O:33])[CH2:31][CH2:30][CH2:29][C:28](=[O:32])[CH2:27]1.[F:34][C:35]1[CH:40]=[CH:39][C:38]([NH:41][C:42]([NH2:44])=[O:43])=[CH:37][C:36]=1[C:45]([F:48])([F:47])[F:46].[CH:49]([C:51]1[CH:58]=[CH:57][C:54]([C:55]#[N:56])=[CH:53][CH:52]=1)=O>COC(C)(C)C>[C:55]([C:54]1[CH:57]=[CH:58][C:51]([CH:49]([C:27]2[C:28](=[O:32])[CH2:29][CH2:30][CH2:31][C:26]=2[OH:33])[NH:44][C:42]([NH:41][C:38]2[CH:39]=[CH:40][C:35]([F:34])=[C:36]([C:45]([F:46])([F:47])[F:48])[CH:37]=2)=[O:43])=[CH:52][CH:53]=1)#[N:56]. Procedure details: A mixture of triethyl phosphate (620 μL, 3.66 mmol) and phosphorous pentoxide (346 mg, 2.44 mmol) is heated at 50° C. over night and dilutet with tert-butyl methyl ether (7 mL). Cyclohexane-1,3-dione (513 mg, 4.57 mmol), 1-(4-fluoro-3-(trifluoromethyl)phenyl)urea (677 mg, 3.05 mmol) and 4-formylbenzonitrile (400 mg, 3.05 mmol) are added, and the mixture is heated at 55° C. for 3 h. All volatiles are removed under reduced pressure. The residue is dissolved in methanol, and the mixture is purified... The reactants are FC(C(=O)[O-])(CC=C)F (2,2-difluoro-4-pentenoate), O([Na])C (NaOCH3). Solvent: CO (methanol), CO (methanol). Yields the product FC(C(=O)[O-])(CC=C)F.[Na+] (Sodium 2,2-difluoro-4-pentenoate). As a reaction SMILES: [F:1][C:2]([F:9])([CH2:6][CH:7]=[CH2:8])[C:3]([O-:5])=[O:4].O(C)[Na:11]>CO>[F:1][C:2]([F:9])([CH2:6][CH:7]=[CH2:8])[C:3]([O-:5])=[O:4].[Na+:11] |f:3.4|. Procedure: 4,01 g (29.9 mmol) of 2,2-difluoro-4-pentenoate acid are dissolved in 20 ml of methanol, and 1 equivalent of NaOCH3 in methanol is added at room temperature (RT). After evaporation in the RE, 4.65 g (100%) of colourless crystals of melting point 168°-170° C. (decomposition) remain.